Dataset: the Open Reaction Database (ORD), a public repository of structured organic reaction records. Task: describe an organic reaction: reactants, conditions, products, and yield Reactants: N1CC(C1)C=1C=CC(=NC1)NC=1C(N(C=C(C1)Br)C)=O (3-(5-(Azetidin-3-yl)pyridin-2-ylamino)-5-bromo-1-methylpyridin-2(1H)-one), C(C)(=O)OCC1=C(C=CC=C1B1OC(C(O1)(C)C)(C)C)N1C(C=2C=C3CCCCN3C2CC1)=O (2-(1-Oxo-3,4,6,7,8,9-hexahydropyrido[3,4-b]indolizin-2(1H)-yl)-6-(4,4,5,5-tetramethyl-1,3,2-dioxaborolan-2-yl)benzyl Acetate), C([O-])([O-])=O.[Na+].[Na+] (sodium carbonate), tetrakis-(triphenylphosphine)palladium(0), O.[OH-].[Li+] (Lithium hydroxide monohydrate). The solvent is O (water), O1CCOCC1 (1,4-dioxane), CN(C)C=O (DMF), C(Cl)Cl.CO (methylene chloride methanol), O (water), C(Cl)Cl.CO (methylene chloride methanol), O (water). Conditions: temperature 100 celsius, time 3 hour. The product is N1CC(C1)C=1C=CC(=NC1)NC1=CC(=CN(C1=O)C)C=1C(=C(C=CC1)N1C(C=2C=C3CCCCN3C2CC1)=O)CO (2-(3-(5-(5-(Azetidin-3-yl)pyridin-2-ylamino)-1-methyl-6-oxo-1,6-dihydropyridin-3-yl)-2-(hydroxymethyl)phenyl)-3,4,6,7,8,9-hexahydropyrido[3,4-b]indolizin-1(2H)-one). Isolated yield 7.0%. As a reaction SMILES: [NH:1]1[CH2:4][CH:3]([C:5]2[CH:6]=[CH:7][C:8]([NH:11][C:12]3[C:13](=[O:20])[N:14]([CH3:19])[CH:15]=[C:16](Br)[CH:17]=3)=[N:9][CH:10]=2)[CH2:2]1.C([O:24][CH2:25][C:26]1[C:31](B2OC(C)(C)C(C)(C)O2)=[CH:30][CH:29]=[CH:28][C:27]=1[N:41]1[CH2:53][CH2:52][C:51]2[N:50]3[C:45]([CH2:46][CH2:47][CH2:48][CH2:49]3)=[CH:44][C:43]=2[C:42]1=[O:54])(=O)C.C(=O)([O-])[O-].[Na+].[Na+].O.[OH-].[Li+]>C(Cl)Cl.CO.O.O1CCOCC1.CN(C=O)C>[NH:1]1[CH2:4][CH:3]([C:5]2[CH:6]=[CH:7][C:8]([NH:11][C:12]3[C:13](=[O:20])[N:14]([CH3:19])[CH:15]=[C:16]([C:31]4[C:26]([CH2:25][OH:24])=[C:27]([N:41]5[CH2:53][CH2:52][C:51]6[N:50]7[C:45]([CH2:46][CH2:47][CH2:48][CH2:49]7)=[CH:44][C:43]=6[C:42]5=[O:54])[CH:28]=[CH:29][CH:30]=4)[CH:17]=3)=[N:9][CH:10]=2)[CH2:2]1 |f:2.3.4,5.6.7,8.9|. Reported procedure: A 100-mL single-neck round-bottomed flask equipped with a magnetic stirrer and nitrogen inlet was charged with 155n (312 mg, 0.931 mmol), 118f (472 mg, 1.12 mmol), sodium carbonate (296 mg, 2.79 mmol), DMF (2 mL), water (2 mL) and 1,4-dioxane (10 mL). After bubbling nitrogen through the resulting suspension for 30 min, tetrakis-(triphenylphosphine)palladium(0) (215 mg, 0.186 mmol) was added. A reflux condenser was attached to the flask, and the reaction mixture was heated at 100° C. for 14 h. Af... Conditions: temperature 100 celsius. Procedure details: The previously prepared nitroamide 9-formyl-2-nitro-6,7,8,9-tetrahydro-5-oxa-9-aza-benzocycloheptene-4-carboxylic acid methyl ester (4.76 grams, 17 mmol) was suspended in 1N HCl and heated to 100° C. for 2 hours. After cooling to room temperature, the pH of the reaction mixture was adjusted to 12 with 1N NaOH. The precipitate formed was extracted with ethyl acetate. The latter was dried over anhydrous magnesium sulfate, filtered and evaporated. The solvent is Cl (HCl). Yields the product COC(=O)C1=CC(=CC=2NCCCOC21)[N+](=O)[O-] (2-Nitro-6,7,8,9-tetrahydro-5-oxa-9-aza-benzocycloheptene-4-carboxylic acid methyl ester). As a reaction SMILES: [CH3:1][O:2][C:3]([C:5]1[C:15]2[O:14][CH2:13][CH2:12][CH2:11][N:10](C=O)[C:9]=2[CH:8]=[C:7]([N+:18]([O-:20])=[O:19])[CH:6]=1)=[O:4].[N+]([NH-])([O-])=O.[OH-].[Na+]>Cl>[CH3:1][O:2][C:3]([C:5]1[C:15]2[O:14][CH2:13][CH2:12][CH2:11][NH:10][C:9]=2[CH:8]=[C:7]([N+:18]([O-:20])=[O:19])[CH:6]=1)=[O:4] |f:0.1,2.3|. Starting materials: COC(=O)C1=CC(=CC=2N(CCCOC21)C=O)[N+](=O)[O-].[N+](=O)([O-])[NH-] (nitroamide 9-formyl-2-nitro-6,7,8,9-tetrahydro-5-oxa-9-aza-benzocycloheptene-4-carboxylic acid methyl ester), [OH-].[Na+] (NaOH). Starting materials: CN(C)CC(=C)C1=CC=C(N)C=C1 (4(1-dimethylaminomethyl-ethenyl)-aniline), CN=C=O (methylisocyanate), C(C)(=O)[O-].C(C)(=O)[O-].C(CCC)[Sn+2]CCCC (dibutyl tin diacetate). Solvent: C(C)OCC (diethylether). Product: CN(C)CC(=C)C1=CC=C(C=C1)NC(NC)=O (N'-[4(1-Dimethylaminomethyl-ethenyl)phenyl]-N-methyl urea). RXN SMILES: [CH3:1][N:2]([CH2:4][C:5]([C:7]1[CH:13]=[CH:12][C:10]([NH2:11])=[CH:9][CH:8]=1)=[CH2:6])[CH3:3].[CH3:14][N:15]=[C:16]=[O:17].C([O-])(=O)C.C([O-])(=O)C.C([Sn+2]CCCC)CCC>C(OCC)C>[CH3:1][N:2]([CH2:4][C:5]([C:7]1[CH:13]=[CH:12][C:10]([NH:11][C:16](=[O:17])[NH:15][CH3:14])=[CH:9][CH:8]=1)=[CH2:6])[CH3:3] |f:2.3.4|. Procedure details: To 9.3 g (0.053 Mol) 4(1-dimethylaminomethyl-ethenyl)-aniline in 220 ml absolute diethylether are added 5 ml (0.085 Mol) methylisocyanate and the reaction solution, after addition of 0.3 ml dibutyl tin diacetate, stirred over night, at room temperature. The crystals that precipitated after 18 hours are filtered off and washed with petrol ether to give the analytically pure title compound, m.p. 123°-124°. Starting materials: COC1=CC(=NC=N1)NC(C1=C(C=CC(=C1)CC=1C(C(=C(C(C1C)=O)OC)OC)=O)OC(C)=O)=O (N-(6-Methoxypyrimidin-4-yl)-5-(5,6-dimethoxy-3-methyl-1,4-benzoquinon-2-yl)methyl-2-acetoxybenzamide), C(O)([O-])=O.[Na+] (sodium hydrogencarbonate). Run in CO (methanol), O (water). Product: COC1=CC(=NC=N1)NC(C1=C(C=CC(=C1)CC=1C(C(=C(C(C1C)=O)OC)OC)=O)O)=O (N-(6-Methoxypyrimidin-4-yl)-5-(5,6-dimethoxy-3-methyl-1,4-benzoquinon-2-yl)methyl-2-hydroxybenzamide). Isolated yield 72.8%. RXN SMILES: [CH3:1][O:2][C:3]1[N:8]=[CH:7][N:6]=[C:5]([NH:9][C:10](=[O:35])[C:11]2[CH:16]=[C:15]([CH2:17][C:18]3[C:19](=[O:30])[C:20]([O:28][CH3:29])=[C:21]([O:26][CH3:27])[C:22](=[O:25])[C:23]=3[CH3:24])[CH:14]=[CH:13][C:12]=2[O:31]C(=O)C)[CH:4]=1.C(=O)([O-])O.[Na+]>CO.O>[CH3:1][O:2][C:3]1[N:8]=[CH:7][N:6]=[C:5]([NH:9][C:10](=[O:35])[C:11]2[CH:16]=[C:15]([CH2:17][C:18]3[C:19](=[O:30])[C:20]([O:28][CH3:29])=[C:21]([O:26][CH3:27])[C:22](=[O:25])[C:23]=3[CH3:24])[CH:14]=[CH:13][C:12]=2[OH:31])[CH:4]=1 |f:1.2|. Procedure: N-(6-Methoxypyrimidin-4-yl)-5-(5,6-dimethoxy-3-methyl-1,4-benzoquinon-2-yl)methyl-2-acetoxybenzamide (0.060 g, 0.125 mmol) was dissolved in methanol (3 ml) and after adding thereto an aqueous saturated sodium hydrogencarbonate solution (3 ml), the solution was stirred at room temperature for 3 hours. After the completion of reaction, the reaction solution was diluted with water and then extracted with ethyl acetate. The extract was washed with water and then dried, and the solvent was removed by... Starting materials: CNCCO, CCN=C=NCCCN(C)C, CN(C)C=O, Cl, Cc1nc2c(OC3CCOc4ccccc43)cc(C(=O)O)cc2n1C, O, On1nnc2ccccc21. Yields the product Cc1nc2c(OC3CCOc4ccccc43)cc(C(=O)N(C)CCO)cc2n1C. RXN SMILES: [CH3:26][NH:27][CH2:28][CH2:29][OH:30].[CH3:32][N:33]([CH3:34])[CH2:35][CH2:36][CH2:37][N:38]=[C:39]=[N:40][CH2:41][CH3:42].[CH3:54][N:55]([CH3:56])[CH:57]=[O:58].[ClH:31].[O:1]1[CH2:2][CH2:3][CH:4]([O:11][c:12]2[cH:13][c:14]([C:23](=[O:24])[OH:25])[cH:15][c:16]3[n:17]([CH3:22])[c:18]([CH3:21])[n:19][c:20]23)[c:5]2[cH:6][cH:7][cH:8][cH:9][c:10]21.[OH2:43].[OH:44][n:45]1[c:46]2[cH:47][cH:48][cH:49][cH:50][c:51]2[n:52][n:53]1>>[O:1]1[CH2:2][CH2:3][CH:4]([O:11][c:12]2[cH:13][c:14]([C:23](=[O:25])[N:27]([CH3:26])[CH2:28][CH2:29][OH:30])[cH:15][c:16]3[n:17]([CH3:22])[c:18]([CH3:21])[n:19][c:20]23)[c:5]2[cH:6][cH:7][cH:8][cH:9][c:10]21. The reactants are CN, COC(=O)c1cc(SC)cc(N)n1, C1CCOC1. The product is CNC(=O)c1cc(SC)cc(N)n1. RXN SMILES: [CH3:14][NH2:15].[CH3:1][O:2][C:3](=[O:4])[c:5]1[n:6][c:7]([NH2:13])[cH:8][c:9]([S:11][CH3:12])[cH:10]1.[O:16]1[CH2:17][CH2:18][CH2:19][CH2:20]1>>[O:2]=[C:3]([c:5]1[n:6][c:7]([NH2:13])[cH:8][c:9]([S:11][CH3:12])[cH:10]1)[NH:15][CH3:14]. The reactants are ice water, CC=1C=C(C=O)C=CC1 (3-methylbenzaldehyde), C(\C=C\C)(=O)OC (methyl crotonate), CC(C)([O-])C.[K+] (potassium tert-butoxide). Run in C(C)(C)(C)O (tert-butanol). Product: CC=1C=C(C=CC1)C=CC=CC(=O)O (5-(3-Methylphenyl)penta-2,4-dienoic acid). Reaction SMILES: CC(C)([O-])C.[K+].[CH3:7][C:8]1[CH:9]=[C:10]([CH:13]=[CH:14][CH:15]=1)[CH:11]=O.[C:16]([O:21]C)(=[O:20])/[CH:17]=[CH:18]/[CH3:19]>C(O)(C)(C)C>[CH3:7][C:8]1[CH:9]=[C:10]([CH:11]=[CH:19][CH:18]=[CH:17][C:16]([OH:21])=[O:20])[CH:13]=[CH:14][CH:15]=1 |f:0.1|. Reported procedure: A mixture of potassium tert-butoxide (68 g) and tert-butanol (130 ml) was treated dropwise with a mixture of 3-methylbenzaldehyde (33.8 g) and methyl crotonate (45 ml). The temperature of the reaction mixture rose to 65° C. during the addition and this was maintained for a further 3 hours. The reaction mixture was cooled to room temperature, poured into ice/water and washed with diethyl ether. The aqueous phase was acidified with concentrated HCl and extracted with diethyl ether. The organic pha... Reactants: ice water, N=C1SC(=CN1C1=CC(=CC=C1)C(F)(F)F)C (2-imino-3-(3-trifluoromethylphenyl)-5-methylthiazoline), N1CCCCC1 (piperidine), FC(=C(F)F)F (tetrafluoroethylene), CN(C=O)C (N,N-dimethylformamide). Run at temperature 50 celsius, time 21 hour. Yields the product FC(C(=O)N=C1SC(=CN1C1=CC(=CC=C1)C(F)(F)F)C)F (2-difluoroacetylimino-3-(3-trifluoromethylphenyl)-5-methylthiazoline). The yield is 74.0%. Reaction SMILES: [NH:1]=[C:2]1[N:6]([C:7]2[CH:12]=[CH:11][CH:10]=[C:9]([C:13]([F:16])([F:15])[F:14])[CH:8]=2)[CH:5]=[C:4]([CH3:17])[S:3]1.N1CCCCC1.[F:24][C:25]([F:29])=[C:26](F)F.CN(C)C=[O:33]>>[F:24][CH:25]([F:29])[C:26]([N:1]=[C:2]1[N:6]([C:7]2[CH:12]=[CH:11][CH:10]=[C:9]([C:13]([F:16])([F:14])[F:15])[CH:8]=2)[CH:5]=[C:4]([CH3:17])[S:3]1)=[O:33]. Reported procedure: A solution of 2-imino-3-(3-trifluoromethylphenyl)-5-methylthiazoline (1.29 g, 5.0 mmol) and piperidine (0.64 g, 7.5 mmol) in N,N-dimethylformamide (10 ml) was reacted in a reaction flask with tetrafluoroethylene, which was made to flow into the flask (ca. 0.7 liter/hr), with vigorous stirring at 50° C. for 21 hours. After cooling to an ambient temperature, the reaction mixture was poured into ice-water, and extracted with diethyl ether. The diethyl ether layer was washed with water and then brin... The reactants are CCOC(=O)N1CCC(c2noc3[nH]c(=O)c4ccccc4c23)CC1, COC(=O)N1CCC(c2noc3[nH]c(=O)c4ccccc4c23)CC1, CC(=O)O, Cl. The product is Cl, O=c1[nH]c2onc(C3CCNCC3)c2c2ccccc12. RXN SMILES: [CH2:1]([O:2][C:3](=[O:4])[N:6]1[CH2:7][CH2:8][CH:9]([c:12]2[n:13][o:14][c:15]3[nH:16][c:17](=[O:25])[c:18]4[cH:19][cH:20][cH:21][cH:22][c:23]4[c:24]23)[CH2:10][CH2:11]1)[CH3:5].[CH3:26][O:27][C:28]([N:29]1[CH2:30][CH2:31][CH:32]([c:33]2[c:34]3[c:35]4[cH:36][cH:37][cH:38][cH:39][c:40]4[c:41](=[O:42])[nH:43][c:44]3[o:45][n:46]2)[CH2:47][CH2:48]1)=[O:49].[CH3:51][C:52](=[O:53])[OH:54].[ClH:50]>>[ClH:50].[NH:6]1[CH2:7][CH2:8][CH:9]([c:12]2[n:13][o:14][c:15]3[nH:16][c:17](=[O:25])[c:18]4[cH:19][cH:20][cH:21][cH:22][c:23]4[c:24]23)[CH2:10][CH2:11]1.